From a dataset of the Open Reaction Database (ORD), a public repository of structured organic reaction records. describe an organic reaction: reactants, conditions, products, and yield Reactants: COCC1CCC(c2ccccc2OC)N1CCN1C(=O)c2ccccc2C1=O, CCO, NN. Yields the product COCC1CCC(c2ccccc2OC)N1CCN. RXN SMILES: [CH3:1][O:2][CH2:3][CH:4]1[N:5]([CH2:17][CH2:18][N:19]2[C:20](=[O:21])[c:22]3[cH:23][cH:24][cH:25][cH:26][c:27]3[C:28]2=[O:29])[CH:6]([c:9]2[c:10]([O:15][CH3:16])[cH:11][cH:12][cH:13][cH:14]2)[CH2:7][CH2:8]1.[CH3:32][CH2:33][OH:34].[NH2:30][NH2:31]>>[CH3:1][O:2][CH2:3][CH:4]1[N:5]([CH2:17][CH2:18][NH2:19])[CH:6]([c:9]2[c:10]([O:15][CH3:16])[cH:11][cH:12][cH:13][cH:14]2)[CH2:7][CH2:8]1. Starting materials: BrC(C)C (2-bromopropane), 10, COC1=CC=C(C=C1)N1CCN(CC1)C1=CC=C(C=C1)N1C(NN=C1)=O (2,4-dihydro-4-[4-[4-(4-methoxyphenyl)-1-piperazinyl]phenyl]-3H-1,2,4-triazol-3-one), BrC(C)C (2-bromopropane), [H-].[Na+] (sodium hydride), CS(=O)C (dimethyl sulfoxide), [H-].[Na+] (sodium hydride). Solvent: O (water). Run at time 1 hour. Product: COC1=CC=C(C=C1)N1CCN(CC1)C1=CC=C(C=C1)N1C(N(N=C1)C(C)C)=O (2,4-dihydro-4-[4-[4-(4-methoxyphenyl)-1-piperazinyl]phenyl]- 2-(1-methylethyl)-3H-1,2,4-triazol-3-one). The yield is 47.0%. As a reaction SMILES: [CH3:1][O:2][C:3]1[CH:8]=[CH:7][C:6]([N:9]2[CH2:14][CH2:13][N:12]([C:15]3[CH:20]=[CH:19][C:18]([N:21]4[CH:25]=[N:24][NH:23][C:22]4=[O:26])=[CH:17][CH:16]=3)[CH2:11][CH2:10]2)=[CH:5][CH:4]=1.[H-].[Na+].CS(C)=O.Br[CH:34]([CH3:36])[CH3:35]>O>[CH3:1][O:2][C:3]1[CH:8]=[CH:7][C:6]([N:9]2[CH2:10][CH2:11][N:12]([C:15]3[CH:20]=[CH:19][C:18]([N:21]4[CH:25]=[N:24][N:23]([CH:34]([CH3:36])[CH3:35])[C:22]4=[O:26])=[CH:17][CH:16]=3)[CH2:13][CH2:14]2)=[CH:5][CH:4]=1 |f:1.2|. Procedure details: A mixture of 10 parts of 2,4-dihydro-4-[4-[4-(4-methoxyphenyl)-1-piperazinyl]phenyl]-3H-1,2,4-triazol-3-one, prepared as described in Example XVII of U.S. Pat. No. 4,267,179, 1.5 parts of a sodium hydride dispersion 50% and 300 parts of dimethyl sulfoxide was stirred at 60° C. under nitrogen atmosphere till foaming had ceased. Then there were added 5.24 parts of 2-bromopropane and stirring was continued for 1 hour at 60° C. Another 1.5 parts of a sodium hydride dispersion 50% was added and stirr... Reactants: C1CCOC1, CC(C)C(CO)NC1CC1, O=C=Nc1ccccc1C(F)(F)F. Product: CC(C)C(CO)N(C(=O)Nc1ccccc1C(F)(F)F)C1CC1. Reaction SMILES: [CH2:24]1[O:25][CH2:26][CH2:27][CH2:28]1.[CH:1]1([NH:4][CH:5]([CH2:6][OH:7])[CH:8]([CH3:9])[CH3:10])[CH2:2][CH2:3]1.[F:11][C:12]([c:13]1[c:14]([N:19]=[C:20]=[O:21])[cH:15][cH:16][cH:17][cH:18]1)([F:22])[F:23]>>[CH:1]1([N:4]([CH:5]([CH2:6][OH:7])[CH:8]([CH3:9])[CH3:10])[C:20]([NH:19][c:14]2[c:13]([C:12]([F:11])([F:22])[F:23])[cH:18][cH:17][cH:16][cH:15]2)=[O:21])[CH2:2][CH2:3]1. Starting materials: FC1=C(C(=C(C(=C1CBr)F)F)F)F (pentafluorobenzyl bromide), ON1C(C=2C(C1=O)=CC=CC2)=O (N-hydroxyphthalimide), C([O-])([O-])=O.[K+].[K+] (potassium carbonate). Run in C(OC)COC (dimethoxyethane), C(OC)COC (dimethoxyethane), CS(=O)C (dimethyl sulphoxide). Reaction conditions: time 64 hour. Yields the product FC1=C(C(=C(C(=C1CON1C(C=2C(C1=O)=CC=CC2)=O)F)F)F)F (N-(pentafluorobenzyloxy)phthalimide). RXN SMILES: [OH:1][N:2]1[C:6](=[O:7])[C:5]2=[CH:8][CH:9]=[CH:10][CH:11]=[C:4]2[C:3]1=[O:12].C(=O)([O-])[O-].[K+].[K+].[F:19][C:20]1[C:25]([CH2:26]Br)=[C:24]([F:28])[C:23]([F:29])=[C:22]([F:30])[C:21]=1[F:31]>C(COC)OC.CS(C)=O>[F:19][C:20]1[C:25]([CH2:26][O:1][N:2]2[C:3](=[O:12])[C:4]3=[CH:11][CH:10]=[CH:9][CH:8]=[C:5]3[C:6]2=[O:7])=[C:24]([F:28])[C:23]([F:29])=[C:22]([F:30])[C:21]=1[F:31] |f:1.2.3|. Reported procedure: N-hydroxyphthalimide (8.15 g, 0.05 mol) was dissolved in a mixture of dry dimethoxyethane (40 ml) and dry dimethyl sulphoxide (10 ml). To this solution was added, in one portion, potassium carbonate (3.46 g, 0.05 mol). An orange suspension resulted. The pentafluorobenzyl bromide (10.8 g, 0.05 mol) in dry dimethoxyethane (10 ml) was added dropwise over 1 h at room temperature. The reaction mixture was stirred at room temperature for 64 h and then quenched by pouring into water (1 l). The resultin... Starting materials: CC(=O)O, Cc1ncccc1CC(C)C, OO. The product is Cc1c(CC(C)C)ccc[n+]1[O-]. RXN SMILES: [C:14]([OH:15])(=[O:16])[CH3:17].[CH2:1]([CH:2]([CH3:3])[CH3:4])[c:5]1[c:6]([CH3:11])[n:7][cH:8][cH:9][cH:10]1.[OH:12][OH:13]>>[CH2:1]([CH:2]([CH3:3])[CH3:4])[c:5]1[c:6]([CH3:11])[n+:7]([O-:12])[cH:8][cH:9][cH:10]1. Reactants: C(C)(C)(C)NS(=O)(=O)C1=CC=CC=2C(=NSC21)Cl (N-tert-butyl-3-chlorobenzo[d]isothiazole-7-sulfonamide), O (water), NCCCN (1,3-diaminopropane). Conditions: time 3 hour. Yields the product NCCCNC1=NSC2=C1C=CC=C2S(=O)(=O)NC(C)(C)C (3-(3-aminopropylamino)-N-tert-butylbenzo[d]isothiazole-7-sulfonamide). Reaction SMILES: [C:1]([NH:5][S:6]([C:9]1[C:17]2[S:16][N:15]=[C:14](Cl)[C:13]=2[CH:12]=[CH:11][CH:10]=1)(=[O:8])=[O:7])([CH3:4])([CH3:3])[CH3:2].O.[NH2:20][CH2:21][CH2:22][CH2:23][NH2:24]>>[NH2:20][CH2:21][CH2:22][CH2:23][NH:24][C:14]1[C:13]2[CH:12]=[CH:11][CH:10]=[C:9]([S:6]([NH:5][C:1]([CH3:4])([CH3:3])[CH3:2])(=[O:8])=[O:7])[C:17]=2[S:16][N:15]=1. Procedure: A solution of N-tert-butyl-3-chlorobenzo[d]isothiazole-7-sulfonamide (260 mg, 0.85 mmol) in 1,3-diaminopropane (1 mL) was allowed to stir at room temperature for 3h. The dark brown reaction mixture was then poured over water (10 mL), extracted with ethyl acetate and the combined organic layers were dried over anhydrous magnesium sulfate, filtered and concentrated under reduced pressure to give 3-(3-aminopropylamino)-N-tert-butylbenzo[d]isothiazole-7-sulfonamide (271 mg) as a pale yellow solid. 1... Starting materials: IC=1C=C(C=CC1)CS(=O)(=O)[O-].[Na+] (sodium (3-iodophenyl)methanesulfonate), P(=O)(Cl)(Cl)Cl (phosphoryl chloride), ice. Solvent: S1(=O)(=O)CCCC1 (sulpholane), C(C)#N (acetonitrile). The product is IC=1C=C(C=CC1)CS(=O)(=O)Cl ((3-Iodophenyl)methanesulfonyl chloride). Reaction SMILES: [I:1][C:2]1[CH:3]=[C:4]([CH2:8][S:9]([O-:12])(=O)=[O:10])[CH:5]=[CH:6][CH:7]=1.[Na+].P(Cl)(Cl)([Cl:16])=O>S1(CCCC1)(=O)=O.C(#N)C>[I:1][C:2]1[CH:3]=[C:4]([CH2:8][S:9]([Cl:16])(=[O:12])=[O:10])[CH:5]=[CH:6][CH:7]=1 |f:0.1|. Procedure details: A stirred mixture of sodium (3-iodophenyl)methanesulfonate (3.6 g) and phosphoryl chloride (10 ml) in sulpholane (20 ml) and acetonitrile (30 ml) was heated at 70° for 2 h. The mixture was poured onto crushed ice (200 ml) and the precipitated product was collected and dried to give the title product (2.8 g) LCMS RT=3.47 min.